Dataset: the Open Reaction Database (ORD), a public repository of structured organic reaction records. Task: describe an organic reaction: reactants, conditions, products, and yield Starting materials: CCOC(C)=O, O=S(=O)(Cl)c1cccc2nc3cccc(S(=O)(=O)Cl)c3cc12. Yields the product O=S(=O)(Cl)c1cccc2nc3ccccc3cc12. Reaction SMILES: [CH3:23][CH2:24][O:25][C:26](=[O:27])[CH3:28].[c:1]1([S:19](=[O:20])(=[O:21])[Cl:22])[cH:2][cH:3][cH:4][c:5]2[n:6][c:7]3[cH:8][cH:9][cH:10][c:11]([S:15]([Cl:16])(=[O:17])=[O:18])[c:12]3[cH:13][c:14]12>>[c:1]1([S:19](=[O:20])(=[O:21])[Cl:22])[cH:2][cH:3][cH:4][c:5]2[n:6][c:7]3[cH:8][cH:9][cH:10][cH:11][c:12]3[cH:13][c:14]12.